This data is from the Open Reaction Database (ORD), a public repository of structured organic reaction records. The task is: describe an organic reaction: reactants, conditions, products, and yield The reactants are O1C(OCCC1)C1=CC(=C(C=C1)C=1SC2=C(N1)C=CC(=C2)C2(CC2)C2=NC=CC=C2)F (2-(4-(1,3-Dioxan-2-yl)-2-fluorophenyl)-6-(1-(pyridine-2-yl)cyclopropyl)benzo[d]-thiazole), Cl (HCl). Run in C1CCOC1 (THF). Product: FC=1C=C(C=O)C=CC1C=1SC2=C(N1)C=CC(=C2)C2(CC2)C2=NC=CC=C2 (3-fluoro-4-(6-(1-(pyridine-2-yl)cyclopropyl)benzo[d]thiazol-2-yl)benzaldehyde). RXN SMILES: [O:1]1CCCO[CH:2]1[C:7]1[CH:12]=[CH:11][C:10]([C:13]2[S:14][C:15]3[CH:21]=[C:20]([C:22]4([C:25]5[CH:30]=[CH:29][CH:28]=[CH:27][N:26]=5)[CH2:24][CH2:23]4)[CH:19]=[CH:18][C:16]=3[N:17]=2)=[C:9]([F:31])[CH:8]=1.Cl>C1COCC1>[F:31][C:9]1[CH:8]=[C:7]([CH:12]=[CH:11][C:10]=1[C:13]1[S:14][C:15]2[CH:21]=[C:20]([C:22]3([C:25]4[CH:30]=[CH:29][CH:28]=[CH:27][N:26]=4)[CH2:24][CH2:23]3)[CH:19]=[CH:18][C:16]=2[N:17]=1)[CH:2]=[O:1]. Reported procedure: 2-(4-(1,3-Dioxan-2-yl)-2-fluorophenyl)-6-(1-(pyridine-2-yl)cyclopropyl)benzo[d]-thiazole (38 mg, 0.088 mmol) was stirred in THF (1 mL) and 5 N HCl (aq., 0.2 mL) at 50° C. for 2 h. The reaction mixture was cooled to RT, neutralized with satd. NaHCO3, and extracted with EtOAc three times. The organic extracts were dried (MgSO4) and concentrated to give 3-fluoro-4-(6-(1-(pyridine-2-yl)cyclopropyl)benzo[d]thiazol-2-yl)benzaldehyde as a yellow solid. MS (ESI) m/z: Calculated: 374.1; Observed: 375.0 (... Starting materials: ClC1=CC=C(C=C1)C=1C(=NC=C(C(=O)O)C1)CCC1=NC=CC=C1 (5-(4-chloro-phenyl)-6-(2-pyridin-2-yl-ethyl)-nicotinic acid), N[C@H]1[C@@H](CCCC1)O ((1R,2R)-2-amino-cyclohexanol). Yields the product ClC1=CC=C(C=C1)C=1C(=NC=C(C(=O)N[C@H]2[C@@H](CCCC2)O)C1)CCC1=NC=CC=C1 (5-(4-Chloro-phenyl)-N-((1R,2R)-2-hydroxy-cyclohexyl)-6-(2-pyridin-2-yl-ethyl)-nicotinamide). Reaction SMILES: [Cl:1][C:2]1[CH:7]=[CH:6][C:5]([C:8]2[C:9]([CH2:17][CH2:18][C:19]3[CH:24]=[CH:23][CH:22]=[CH:21][N:20]=3)=[N:10][CH:11]=[C:12]([CH:16]=2)[C:13](O)=[O:14])=[CH:4][CH:3]=1.[NH2:25][C@@H:26]1[CH2:31][CH2:30][CH2:29][CH2:28][C@H:27]1[OH:32]>>[Cl:1][C:2]1[CH:3]=[CH:4][C:5]([C:8]2[C:9]([CH2:17][CH2:18][C:19]3[CH:24]=[CH:23][CH:22]=[CH:21][N:20]=3)=[N:10][CH:11]=[C:12]([CH:16]=2)[C:13]([NH:25][C@@H:26]2[CH2:31][CH2:30][CH2:29][CH2:28][C@H:27]2[OH:32])=[O:14])=[CH:6][CH:7]=1. Procedure: The title compound was synthesized in analogy to Example 5d, using 5-(4-chloro-phenyl)-6-(2-pyridin-2-yl-ethyl)-nicotinic acid and (1R,2R)-2-amino-cyclohexanol as starting materials, LC at 215 nm; Rt 3.10: 98%, m/z (ES+): 436.4 (M+H). Reactants: C(C1=CC=CC=C1)OC1=C(C=CC=C1)[C@@H](C(=O)N1C[C@@H]2C[C@H](C[C@@]([C@@H]2C1)(O)C1=C(C=CC=C1)OC)C)C ((3aS,4S, 6R, 7aR)-2-[2-(S)-(2-benzoxyphenyl) propionyl]-4-(2-methoxyphenyl)-6-methyl-4-perhydroisoindolol), [H][H] (hydrogen). The reagents and catalysts are [OH-].[OH-].[Pd+2] (palladium hydroxide on charcoal). Solvent: C(C)O (ethanol). Product: CC1CC(C2CNCC2C1)O (6-methyl-4-perhydroisoindolol), crystals. RXN SMILES: C(OC1C=CC=CC=1[C@H](C)C([N:18]1[CH2:26][C@@H:25]2[C@@H:20]([CH2:21][C@@H:22]([CH3:36])[CH2:23][C@:24]2(C2C=CC=CC=2OC)[OH:27])[CH2:19]1)=O)C1C=CC=CC=1.[H][H]>C(O)C.[OH-].[OH-].[Pd+2]>[CH3:36][CH:22]1[CH2:21][CH:20]2[CH:25]([CH2:26][NH:18][CH2:19]2)[CH:24]([OH:27])[CH2:23]1 |f:3.4.5|. Procedure details: To a solution of 0.85 g of (3aS,4S, 6R, 7aR)-2-[2-(S)-(2-benzoxyphenyl) propionyl]-4-(2-methoxyphenyl)-6-methyl-4-perhydroisoindolol in 12 cm3 of absolute ethanol is added 0.2 g of 20% palladium hydroxide on charcoal, and hydrogen is sparged through the reaction mixture at 40° C. for 3 hours. After returning to room temperature and flushing with argon, the mixture is filtered over fire and concentrated to dryness under reduced pressure (2.7 kPa). The residue is recrystallized in ethanol and, aft... Starting materials: CCN=C=NCCCN(C)C, CN(C)C=O, Cl, Cl, NCC(O)c1cccc(Cl)c1, O=C(O)CCc1ccc(O)cc1, On1nnc2ccccc21. Product: O=C(CCc1ccc(O)cc1)NCC(O)c1cccc(Cl)c1. As a reaction SMILES: [CH3:36][N:37]([CH3:38])[CH2:39][CH2:40][CH2:41][N:42]=[C:43]=[N:44][CH2:45][CH3:46].[CH3:47][N:48]([CH3:49])[CH:50]=[O:51].[ClH:13].[ClH:35].[NH2:14][CH2:15][CH:16]([OH:17])[c:18]1[cH:19][c:20]([Cl:24])[cH:21][cH:22][cH:23]1.[OH:1][C:2](=[O:3])[CH2:4][CH2:5][c:6]1[cH:7][cH:8][c:9]([OH:10])[cH:11][cH:12]1.[OH:25][n:26]1[c:27]2[cH:28][cH:29][cH:30][cH:31][c:32]2[n:33][n:34]1>>[C:2](=[O:3])([CH2:4][CH2:5][c:6]1[cH:7][cH:8][c:9]([OH:10])[cH:11][cH:12]1)[NH:14][CH2:15][CH:16]([OH:17])[c:18]1[cH:19][c:20]([Cl:24])[cH:21][cH:22][cH:23]1. Yield: 48.0%. Yields the product O.Cl.Cl.C(C)N(CCCN(CCC1N(CCCC1)C(=O)N1C2=C(C(NC3=C1C=CC=C3)=O)C=CC=N2)C)CC (11-[[2-[2-[[3-(Diethylamino)propyl]methylamino]ethyl]-1-piperidinyl]carbonyl]-6,11-dihydro-5H-pyrido[2,3-b][1,5]benzodiazepin-5-one dihydrochloride hydrate). Reactants: ClC(=O)N1C2=C(C(NC3=C1C=CC=C3)=O)C=CC=N2 (11-(chlorocarbonyl)-6,11-dihydro-5H-pyrido[2,3-b][1,5]benzodiazepin-5-one), C(C)N(CCCN(CCC1NCCCC1)C)CC (2-[2-[[3-(diethylamino)propyl]methylamino]ethyl]piperidine), O.Cl.Cl (dihydrochloride-hydrate). As a reaction SMILES: [Cl:1][C:2]([N:4]1[C:10]2[CH:11]=[CH:12][CH:13]=[CH:14][C:9]=2[NH:8][C:7](=[O:15])[C:6]2[CH:16]=[CH:17][CH:18]=[N:19][C:5]1=2)=[O:3].[CH2:20]([N:22]([CH2:36][CH3:37])[CH2:23][CH2:24][CH2:25][N:26]([CH3:35])[CH2:27][CH2:28][CH:29]1[CH2:34][CH2:33][CH2:32][CH2:31][NH:30]1)[CH3:21].O.[ClH:39].Cl>>[OH2:3].[ClH:1].[ClH:39].[CH2:36]([N:22]([CH2:20][CH3:21])[CH2:23][CH2:24][CH2:25][N:26]([CH3:35])[CH2:27][CH2:28][CH:29]1[CH2:34][CH2:33][CH2:32][CH2:31][N:30]1[C:2]([N:4]1[C:10]2[CH:11]=[CH:12][CH:13]=[CH:14][C:9]=2[NH:8][C:7](=[O:15])[C:6]2[CH:16]=[CH:17][CH:18]=[N:19][C:5]1=2)=[O:3])[CH3:37] |f:2.3.4,5.6.7.8|. Reported procedure: Prepared analogously to Example 4 from 11-(chlorocarbonyl)-6,11-dihydro-5H-pyrido[2,3-b][1,5]benzodiazepin-5-one and 2-[2-[[3-(diethylamino)propyl]methylamino]ethyl]piperidine in a yield of 48% of theory. The colourless dihydrochloride-hydrate melted at 145°-150° C. (D.). Yields the product CC(C)(C)c1cc(CC#N)cc(C(C)(C)C)c1O. Reactants: [C-]#N, CO, Cc1ccccc1, COCc1cc(C(C)(C)C)c(O)c(C(C)(C)C)c1, Cl, N#C[Na]. As a reaction SMILES: [C-:4]#[N:5].[CH3:25][OH:26].[CH3:27][c:28]1[cH:29][cH:30][cH:31][cH:32][cH:33]1.[CH3:6][O:7][CH2:8][c:9]1[cH:10][c:11]([C:20]([CH3:21])([CH3:22])[CH3:23])[c:12]([OH:19])[c:13]([C:15]([CH3:16])([CH3:17])[CH3:18])[cH:14]1.[ClH:24].[Na:1][C:2]#[N:3]>>[C:2](#[N:3])[CH2:8][c:9]1[cH:10][c:11]([C:20]([CH3:21])([CH3:22])[CH3:23])[c:12]([OH:19])[c:13]([C:15]([CH3:16])([CH3:17])[CH3:18])[cH:14]1. The yield is 87.3%. Reaction conditions: temperature 100 celsius. Starting materials: C(C)OC(=O)N1CCN(CC1)C1=C(C=C2C(C(=CNC2=N1)C(=O)OCC)=O)F (ethyl 7-(4-ethoxycarbonyl-1-piperazinyl)-6-fluoro-1,4-dihydro-4-oxo-1,8-naphthyridine-3-carboxylate), C([O-])([O-])=O.[K+].[K+] (potassium carbonate), C(CO)Br (ethylene bromohydrin). Reaction SMILES: [CH2:1]([O:3][C:4]([N:6]1[CH2:11][CH2:10][N:9]([C:12]2[N:21]=[C:20]3[C:15]([C:16](=[O:27])[C:17]([C:22]([O:24][CH2:25][CH3:26])=[O:23])=[CH:18][NH:19]3)=[CH:14][C:13]=2[F:28])[CH2:8][CH2:7]1)=[O:5])[CH3:2].C(=O)([O-])[O-].[K+].[K+].[CH2:35](Br)[CH2:36][OH:37]>CN(C)C=O>[CH2:1]([O:3][C:4]([N:6]1[CH2:11][CH2:10][N:9]([C:12]2[N:21]=[C:20]3[C:15]([C:16](=[O:27])[C:17]([C:22]([O:24][CH2:25][CH3:26])=[O:23])=[CH:18][N:19]3[CH2:35][CH2:36][OH:37])=[CH:14][C:13]=2[F:28])[CH2:8][CH2:7]1)=[O:5])[CH3:2] |f:1.2.3|. Reported procedure: A mixture of ethyl 7-(4-ethoxycarbonyl-1-piperazinyl)-6-fluoro-1,4-dihydro-4-oxo-1,8-naphthyridine-3-carboxylate (10.5 g), dimethylformamide (100 ml), and potassium carbonate (7.4 g) was heated at 100° C. for 15 minutes. To the solution was added a solution of 10.1 g of ethylene bromohydrin in dimethylformamide (10 ml), and the mixture was heated at 100° C. for 45 minutes with stirring. After removal of the resulting inorganic substance by filtration, the filtrate was concentrated to dryness und... Solvent: CN(C=O)C (dimethylformamide), CN(C=O)C (dimethylformamide). Yields the product C(C)OC(=O)N1CCN(CC1)C1=C(C=C2C(C(=CN(C2=N1)CCO)C(=O)OCC)=O)F (ethyl 7-(4-ethoxycarbonyl-1-piperazinyl)-6-fluoro-1-(2-hydroxyethyl)-1,4-dihydro-4-oxo-1,8-naphthyridine-3-carboxylate).